This data is from the Open Reaction Database (ORD), a public repository of structured organic reaction records. The task is: describe an organic reaction: reactants, conditions, products, and yield Starting materials: C([O-])([O-])=O.[K+].[K+] (potassium carbonate), P(=S)(OCC)(OCC)Cl (O,O-diethyl chlorothiophosphate), C(#N)C=1SC(=CC1O)OCCCC (2-cyano-3-hydroxy-5-n-butoxy-thiophene). The solvent is C(C)#N (acetonitrile). Run at temperature 20 celsius, time 24 hour. Product: C(#N)C=1SC(=CC1OP(=S)(OCC)OCC)OCCCC (2-cyano-3-(diethoxythiophosphoryloxy)-5-n-butoxy-thiophene). Yield: 80.6%. RXN SMILES: C(=O)([O-])[O-].[K+].[K+].[P:7](Cl)([O:12][CH2:13][CH3:14])([O:9][CH2:10][CH3:11])=[S:8].[C:16]([C:18]1[S:19][C:20]([O:24][CH2:25][CH2:26][CH2:27][CH3:28])=[CH:21][C:22]=1[OH:23])#[N:17]>C(#N)C>[C:16]([C:18]1[S:19][C:20]([O:24][CH2:25][CH2:26][CH2:27][CH3:28])=[CH:21][C:22]=1[O:23][P:7]([O:12][CH2:13][CH3:14])([O:9][CH2:10][CH3:11])=[S:8])#[N:17] |f:0.1.2|. Procedure details: 7 g of potassium carbonate and 9.4 g of O,O-diethyl chlorothiophosphate were added to a solution of 9.8 g of 2-cyano-3-hydroxy-5-n-butoxy-thiophene in 150 ml of acetonitrile and the mixture was stirred for 24 hours at 20° C. and was filtered. The filtrate was evaporated to dryness under reduced pressure and the residue was chromatographed over silica gel. Elution with benzene yielded 14 g of 2-cyano-3-(diethoxythiophosphoryloxy)-5-n-butoxy-thiophene with a refractive index of nD20 = 1.525.